This data is from the Open Reaction Database (ORD), a public repository of structured organic reaction records. The task is: describe an organic reaction: reactants, conditions, products, and yield Starting materials: Cc1ccccc1, CO, O=C(O)c1ccc(-c2ccc(O)cc2)cc1, O=S(=O)(O)O. Yields the product COC(=O)c1ccc(-c2ccc(O)cc2)cc1. RXN SMILES: [CH3:22][c:23]1[cH:24][cH:25][cH:26][cH:27][cH:28]1.[CH3:29][OH:30].[OH:1][c:2]1[cH:3][cH:4][c:5](-[c:8]2[cH:9][cH:10][c:11]([C:14](=[O:15])[OH:16])[cH:12][cH:13]2)[cH:6][cH:7]1.[S:17](=[O:18])(=[O:19])([OH:20])[OH:21]>>[OH:1][c:2]1[cH:3][cH:4][c:5](-[c:8]2[cH:9][cH:10][c:11]([C:14](=[O:15])[O:16][CH3:22])[cH:12][cH:13]2)[cH:6][cH:7]1. The reactants are C1CCNCC1, O=C(O)C(F)(F)F, O=C(O)CNc1ccc(-c2ccc(F)cc2)nc1. Product: O=C(O)C(F)(F)F, O=C(CNc1ccc(-c2ccc(F)cc2)nc1)N1CCCCC1. Reaction SMILES: [CH2:26]1[CH2:27][CH2:28][NH:29][CH2:30][CH2:31]1.[F:1][C:2]([C:3](=[O:4])[OH:5])([F:6])[F:7].[F:8][c:9]1[cH:10][cH:11][c:12](-[c:15]2[cH:16][cH:17][c:18]([NH:21][CH2:22][C:23](=[O:24])[OH:25])[cH:19][n:20]2)[cH:13][cH:14]1>>[F:1][C:2]([C:3](=[O:4])[OH:5])([F:6])[F:7].[F:8][c:9]1[cH:10][cH:11][c:12](-[c:15]2[cH:16][cH:17][c:18]([NH:21][CH2:22][C:23](=[O:25])[N:29]3[CH2:28][CH2:27][CH2:26][CH2:31][CH2:30]3)[cH:19][n:20]2)[cH:13][cH:14]1. Starting materials: ClC1=C(C=CC=C1[N+](=O)[O-])[N+](=O)[O-] (2-chloro-1,3-dinitrobenzene), C[O-].[Na+] (NaOMe). The solvent is O (water), CO (methanol). Reaction conditions: time 8 hour. Yields the product [N+](=O)([O-])C1=C(C(=CC=C1)[N+](=O)[O-])OC (2,6-dinitroanisole). Yield: 95.0%. Reaction SMILES: Cl[C:2]1[C:7]([N+:8]([O-:10])=[O:9])=[CH:6][CH:5]=[CH:4][C:3]=1[N+:11]([O-:13])=[O:12].[CH3:14][O-:15].[Na+]>CO.O>[N+:11]([C:3]1[CH:4]=[CH:5][CH:6]=[C:7]([N+:8]([O-:10])=[O:9])[C:2]=1[O:15][CH3:14])([O-:13])=[O:12] |f:1.2|. Procedure details: 0.200 g (1.00 mmol) of commercially available 2-chloro-1,3-dinitrobenzene was dissolved in a warm solution of 15 ml methanol and 0.223 g (4.13 mmol) of NaOMe. The reaction was stirred overnight with continued warming. The residue was dissolved in water after evaporation of the solvent. The aqueous solution was extracted with dichloromethane, dried and evaporated under reduced pressure to give 0.187 g of 2,6-dinitroanisole (95%) as yellow flakes. 1H NMR (CDCl3) δ 8.06 (d, J=8.2 Hz, 2H, Ar—H), 7.3... Reactants: CC(=O)OC(C)=O, CCN(C(C)C)C(C)C, ClCCl, COc1cc(NS(=O)(=O)N2CCNCC2)nc(SCc2cccc(F)c2F)n1, O=C([O-])C(F)(F)F. Product: COc1cc(NS(=O)(=O)N2CCN(C(C)=O)CC2)nc(SCc2cccc(F)c2F)n1. RXN SMILES: [CH3:1][C:2](=[O:3])[O:4][C:5](=[O:6])[CH3:7].[CH:43]([N:44]([CH2:45][CH3:46])[CH:47]([CH3:48])[CH3:49])([CH3:50])[CH3:51].[Cl:52][CH2:53][Cl:54].[F:8][c:9]1[c:10]([CH2:16][S:17][c:18]2[n:19][c:20]([O:34][CH3:35])[cH:21][c:22]([NH:24][S:25](=[O:26])(=[O:27])[N:28]3[CH2:29][CH2:30][NH:31][CH2:32][CH2:33]3)[n:23]2)[cH:11][cH:12][cH:13][c:14]1[F:15].[O-:36][C:37]([C:38]([F:39])([F:40])[F:41])=[O:42]>>[CH3:1][C:2](=[O:3])[N:31]1[CH2:30][CH2:29][N:28]([S:25]([NH:24][c:22]2[cH:21][c:20]([O:34][CH3:35])[n:19][c:18]([S:17][CH2:16][c:10]3[c:9]([F:8])[c:14]([F:15])[cH:13][cH:12][cH:11]3)[n:23]2)(=[O:26])=[O:27])[CH2:33][CH2:32]1.